Task: describe an organic reaction: reactants, conditions, products, and yield. Dataset: the Open Reaction Database (ORD), a public repository of structured organic reaction records Starting materials: C(=O)(O)[O-].[Na+] (NaHCO3), Cu2O, NC1=CC=C(C=N1)OC1=C(C=C(C=C1)CCC)O (2-[(6-aminopyridin-3-yl)oxy]-5-propylphenol), N(=O)[O-].[Na+] (NaNO2). The reagents and catalysts are [O-]S(=O)(=O)[O-].[Cu+2] (CuSO4). Solvent: O (water), OS(=O)(=O)O (H2SO4), O (water). Run at time 30 minute. Product: OC1=C(OC=2C=CC(=NC2)O)C=CC(=C1)CCC (5-(2-hydroxy-4-propylphenoxy)pyridin-2-ol). Yield: 10.0%. As a reaction SMILES: N[C:2]1[N:7]=[CH:6][C:5]([O:8][C:9]2[CH:14]=[CH:13][C:12]([CH2:15][CH2:16][CH3:17])=[CH:11][C:10]=2[OH:18])=[CH:4][CH:3]=1.N([O-])=[O:20].[Na+].C([O-])(O)=O.[Na+]>OS(O)(=O)=O.O.[O-]S([O-])(=O)=O.[Cu+2]>[OH:18][C:10]1[CH:11]=[C:12]([CH2:15][CH2:16][CH3:17])[CH:13]=[CH:14][C:9]=1[O:8][C:5]1[CH:4]=[CH:3][C:2]([OH:20])=[N:7][CH:6]=1 |f:1.2,3.4,7.8|. Reported procedure: To a solution of 2-[(6-aminopyridin-3-yl)oxy]-5-propylphenol (0.20 mmol; 50 mg) under argon, in H2SO4 (35%; 0.2 mL), cooled to 0° C., was slowly added NaNO2 (0.26 mmol; 18 mg) in water (0.2 mL). After 30 min, CuSO4 (3 mmol; 477 mg) in water (1 mL), then Cu2O (0.18 mmol; 26 mg) were added. After 30 min, the mixture was neutralised with NaHCO3 sat. (1 mL), extracted with ethyl acetate (3*3 mL). Combined organic phases were washed with analytical sample was obtained by preparative TLC to yield the ... Reactants: O=C([O-])O, C[Mg+], O=C1CN(C(c2ccccc2)c2ccccc2)C1, [I-], [Na+], C1CCOC1. The product is CC1(O)CN(C(c2ccccc2)c2ccccc2)C1. As a reaction SMILES: [C:22](=[O:23])([O-:24])[OH:25].[CH3:20][Mg+:21].[CH:1]([c:2]1[cH:3][cH:4][cH:5][cH:6][cH:7]1)([c:8]1[cH:9][cH:10][cH:11][cH:12][cH:13]1)[N:14]1[CH2:15][C:16](=[O:18])[CH2:17]1.[I-:19].[Na+:26].[O:27]1[CH2:28][CH2:29][CH2:30][CH2:31]1>>[CH:1]([c:2]1[cH:3][cH:4][cH:5][cH:6][cH:7]1)([c:8]1[cH:9][cH:10][cH:11][cH:12][cH:13]1)[N:14]1[CH2:15][C:16]([OH:18])([CH3:22])[CH2:17]1.